The task is: describe an organic reaction: reactants, conditions, products, and yield. This data is from the Open Reaction Database (ORD), a public repository of structured organic reaction records. Product: C(C)O.N (ethanol ammonia), N1C=NC(=C1)C(O)C1=CC(=C(C=C1)OC)[N+](=O)[O-] (1H-imidazol-4-yl(4-methoxy-3-nitrophenyl)methanol). Procedure: A solution of 4-iodo-N,N-dimethyl-1H-imidazole-1-sulfonamide (3.0 g, 10 mmol) in dichloromethane (40 mL) under nitrogen was treated with ethylmagnesium bromide (3.0 M in diethyl ether, 3.3 mL) over 2 minutes, stirred for 30 minutes, treated with 4-methoxy-5-nitrobenzaldehyde (2.0 g, 11 mmol), stirred for 1 hour, stored at 0° C. for 16 hours, concentrated to dryness, treated with 1M HCl(100 mL), heated to 100° C. for 16 hours, cooled to ambient temperature, neutralized with NaHCO3 and extracted w... Reactants: IC=1N=CN(C1)S(=O)(=O)N(C)C (4-iodo-N,N-dimethyl-1H-imidazole-1-sulfonamide), C(C)[Mg]Br (ethylmagnesium bromide), COC1=CC=C(C=O)C=C1[N+](=O)[O-] (4-methoxy-5-nitrobenzaldehyde). Conditions: temperature 100 celsius, time 30 minute. Yield: 20.0%. Reaction SMILES: I[C:2]1[N:3]=[CH:4][N:5](S(N(C)C)(=O)=O)[CH:6]=1.C([Mg]Br)C.[CH3:17][O:18][C:19]1[C:26]([N+:27]([O-:29])=[O:28])=[CH:25][C:22]([CH:23]=[O:24])=[CH:21][CH:20]=1>ClCCl>[CH2:19]([OH:18])[CH3:20].[NH3:3].[NH:5]1[CH:6]=[C:2]([CH:23]([C:22]2[CH:21]=[CH:20][C:19]([O:18][CH3:17])=[C:26]([N+:27]([O-:29])=[O:28])[CH:25]=2)[OH:24])[N:3]=[CH:4]1 |f:4.5|. The solvent is ClCCl (dichloromethane). Starting materials: C1COCCO1, CC(=O)Nc1nc2ccc(B3OC(C)(C)C(C)(C)O3)cc2s1, Clc1cc(I)ccn1, [Na+], [Na+], O=C([O-])[O-], c1ccc(P(c2ccccc2)(c2ccccc2)[Pd](P(c2ccccc2)(c2ccccc2)c2ccccc2)(P(c2ccccc2)(c2ccccc2)c2ccccc2)P(c2ccccc2)(c2ccccc2)c2ccccc2)cc1. Yields the product CC(=O)Nc1nc2ccc(-c3ccnc(Cl)c3)cc2s1. RXN SMILES: [CH2:37]1[O:38][CH2:39][CH2:40][O:41][CH2:42]1.[CH3:9][C:10]1([CH3:11])[C:12]([CH3:13])([CH3:14])[O:15][B:16]([c:17]2[cH:18][c:19]3[c:20]([n:21][c:22]([NH:24][C:25]([CH3:26])=[O:27])[s:23]3)[cH:28][cH:29]2)[O:30]1.[Cl:1][c:2]1[n:3][cH:4][cH:5][c:6]([I:8])[cH:7]1.[Na+:31].[Na+:32].[O-:33][C:34](=[O:35])[O-:36].[cH:43]1[cH:44][cH:45][c:46]([P:47]([Pd:48]([P:49]([c:50]2[cH:51][cH:52][cH:53][cH:54][cH:55]2)([c:56]2[cH:57][cH:58][cH:59][cH:60][cH:61]2)[c:62]2[cH:63][cH:64][cH:65][cH:66][cH:67]2)([P:68]([c:69]2[cH:70][cH:71][cH:72][cH:73][cH:74]2)([c:75]2[cH:76][cH:77][cH:78][cH:79][cH:80]2)[c:81]2[cH:82][cH:83][cH:84][cH:85][cH:86]2)[P:87]([c:88]2[cH:89][cH:90][cH:91][cH:92][cH:93]2)([c:94]2[cH:95][cH:96][cH:97][cH:98][cH:99]2)[c:100]2[cH:101][cH:102][cH:103][cH:104][cH:105]2)([c:106]2[cH:107][cH:108][cH:109][cH:110][cH:111]2)[c:112]2[cH:113][cH:114][cH:115][cH:116][cH:117]2)[cH:118][cH:119]1>>[Cl:1][c:2]1[n:3][cH:4][cH:5][c:6](-[c:17]2[cH:18][c:19]3[c:20]([n:21][c:22]([NH:24][C:25]([CH3:26])=[O:27])[s:23]3)[cH:28][cH:29]2)[cH:7]1.